Dataset: the Open Reaction Database (ORD), a public repository of structured organic reaction records. Task: describe an organic reaction: reactants, conditions, products, and yield Reactants: [BH4-], CO, O=C(c1ccc(NCc2ccc(Cl)cc2)nc1Cl)c1c[nH]c2ncccc12, [Na+]. Yields the product OC(c1ccc(NCc2ccc(Cl)cc2)nc1Cl)c1c[nH]c2ncccc12. Reaction SMILES: [BH4-:28].[CH3:30][OH:31].[Cl:1][c:2]1[n:3][c:4]([NH:19][CH2:20][c:21]2[cH:22][cH:23][c:24]([Cl:27])[cH:25][cH:26]2)[cH:5][cH:6][c:7]1[C:8](=[O:9])[c:10]1[cH:11][nH:12][c:13]2[n:14][cH:15][cH:16][cH:17][c:18]12.[Na+:29]>>[Cl:1][c:2]1[n:3][c:4]([NH:19][CH2:20][c:21]2[cH:22][cH:23][c:24]([Cl:27])[cH:25][cH:26]2)[cH:5][cH:6][c:7]1[CH:8]([OH:9])[c:10]1[cH:11][nH:12][c:13]2[n:14][cH:15][cH:16][cH:17][c:18]12. The reactants are C(C)(C)(C)OC(NC1CCN(C2=CC=C(C=C12)C1=CC=C(C=C1)C(F)(F)F)C1=CC(=C(C=C1)C1=NOC(N1)=O)Cl)=O ([1-[3-Chloro-4-(5-oxo-4,5-dihydro-[1,2,4]oxadiazol-3-yl)-phenyl]-6-(4-trifluoromethyl-phenyl)-1,2,3,4-tetrahydro-quinolin-4-yl]-carbamic acid tert-butyl ester), FC(C(=O)O)(F)F (trifluoroacetic acid). The solvent is ClCCl (dichloromethane). Conditions: time 1 hour. Product: NC1CCN(C2=CC=C(C=C12)C1=CC=C(C=C1)C(F)(F)F)C1=CC(=C(C=C1)C1=NOC(N1)=O)Cl (3-{4-[4-Amino-6-(4-trifluoromethyl-phenyl)-3,4-dihydro-2H-quinolin-1-yl]-2-chloro-phenyl}-4H-[1,2,4]oxadiazol-5-one). Yield: 1.5%. RXN SMILES: C(OC(=O)[NH:7][CH:8]1[C:17]2[C:12](=[CH:13][CH:14]=[C:15]([C:18]3[CH:23]=[CH:22][C:21]([C:24]([F:27])([F:26])[F:25])=[CH:20][CH:19]=3)[CH:16]=2)[N:11]([C:28]2[CH:33]=[CH:32][C:31]([C:34]3[NH:38][C:37](=[O:39])[O:36][N:35]=3)=[C:30]([Cl:40])[CH:29]=2)[CH2:10][CH2:9]1)(C)(C)C.FC(F)(F)C(O)=O>ClCCl>[NH2:7][CH:8]1[C:17]2[C:12](=[CH:13][CH:14]=[C:15]([C:18]3[CH:19]=[CH:20][C:21]([C:24]([F:26])([F:27])[F:25])=[CH:22][CH:23]=3)[CH:16]=2)[N:11]([C:28]2[CH:33]=[CH:32][C:31]([C:34]3[NH:38][C:37](=[O:39])[O:36][N:35]=3)=[C:30]([Cl:40])[CH:29]=2)[CH2:10][CH2:9]1. Procedure: 560 mg [1-[3-Chloro-4-(5-oxo-4,5-dihydro-[1,2,4]oxadiazol-3-yl)-phenyl]-6-(4-trifluoromethyl-phenyl)-1,2,3,4-tetrahydro-quinolin-4-yl]-carbamic acid tert-butyl ester were dissolved in 7 ml dichloromethane. 1 ml trifluoroacetic acid were added and the reaction mixture stirred at room temperature for one hour. The solvents were removed in vacuo and the residue purified by chromatography on reversed has to obtain 7 mg 3-{4-[4-Amino-6-(4-trifluoromethyl-phenyl)-3,4-dihydro-2H-quinolin-1-yl]-2-chloro...